From a dataset of the Open Reaction Database (ORD), a public repository of structured organic reaction records. describe an organic reaction: reactants, conditions, products, and yield Reactants: ClCCCl, CN(C)c1ccncc1, CC(C)(C)CC(=O)Nc1ccc2c(c1)cc(C(=O)O)n2-c1ccccc1, ClCCl, Cl, Nc1ccccc1. Yields the product CC(C)(C)CC(=O)Nc1ccc2c(c1)cc(C(=O)Nc1ccccc1)n2-c1ccccc1. Reaction SMILES: [CH2:34]([Cl:35])[CH2:36][Cl:37].[CH3:39][N:40]([c:41]1[cH:42][cH:43][n:44][cH:45][cH:46]1)[CH3:47].[CH3:8][C:9]([CH2:10][C:11](=[O:12])[NH:13][c:14]1[cH:15][c:16]2[cH:17][c:18]([C:29](=[O:30])[OH:31])[n:19](-[c:23]3[cH:24][cH:25][cH:26][cH:27][cH:28]3)[c:20]2[cH:21][cH:22]1)([CH3:32])[CH3:33].[Cl:48][CH2:49][Cl:50].[ClH:38].[NH2:1][c:2]1[cH:3][cH:4][cH:5][cH:6][cH:7]1>>[NH:1]([c:2]1[cH:3][cH:4][cH:5][cH:6][cH:7]1)[C:29]([c:18]1[cH:17][c:16]2[cH:15][c:14]([NH:13][C:11]([CH2:10][C:9]([CH3:8])([CH3:32])[CH3:33])=[O:12])[cH:22][cH:21][c:20]2[n:19]1-[c:23]1[cH:24][cH:25][cH:26][cH:27][cH:28]1)=[O:31]. The reactants are OC(CC(=O)OC)C1=CC=C(C=CC(=O)OCC2=CC=C(C=C2)OC)C=C1 (p-anisyl 4-[1-hydroxy-2-(methoxycarbonyl)ethyl]cinnamate), FC(C(=O)O)(F)F (trifluoroacetic acid). The solvent is C1(=CC=CC=C1)OC (anisole). Yields the product OC(CC(=O)OC)C1=CC=C(C=CC(=O)O)C=C1 (4-[1-hydroxy-2-(methoxycarbonyl)ethyl]cinnamic acid). The yield is 90.8%. Reaction SMILES: [OH:1][CH:2]([C:8]1[CH:27]=[CH:26][C:11]([CH:12]=[CH:13][C:14]([O:16]CC2C=CC(OC)=CC=2)=[O:15])=[CH:10][CH:9]=1)[CH2:3][C:4]([O:6][CH3:7])=[O:5].FC(F)(F)C(O)=O>C1(OC)C=CC=CC=1>[OH:1][CH:2]([C:8]1[CH:27]=[CH:26][C:11]([CH:12]=[CH:13][C:14]([OH:16])=[O:15])=[CH:10][CH:9]=1)[CH2:3][C:4]([O:6][CH3:7])=[O:5]. Reported procedure: 44 mg of p-anisyl 4-[1-hydroxy-2-(methoxycarbonyl)ethyl]cinnamate was dissolved in 0.1 ml anisole, and then treated with 0.1 ml trifluoroacetic acid on ice for 30 minutes to give 4-[1-hydroxy-2-(methoxycarbonyl)ethyl]cinnamic acid (27 mg, 91%) as a white solid. Reactants: C(C)OC(/C(=C/C1=C(C=C(C=C1C)OCCC=1N=C(OC1C)C1=CC=CC=C1)C)/OCC)=O (3-{2,6-dimethyl-4-[2-(5-methyl-2-phenyl-oxazol-4-yl)-ethoxy]-phenyl}-2Z-ethoxy-acrylic acid ethyl ester), [Mg] (magnesium), II (iodine), [Mg] (magnesium). The solvent is CO (methanol). Reaction conditions: time 3 hour. Yields the product COC(C(CC1=C(C=C(C=C1C)OCCC=1N=C(OC1C)C1=CC=CC=C1)C)OCC)=O ([rac]-3-{2,6-Dimethyl-4-[2-(5-methyl-2-phenyl-oxazol-4-yl)-ethoxy]-phenyl}-2-ethoxy-propionic acid methyl ester). The yield is 6.8%. Reaction SMILES: [CH2:1]([O:3][C:4](=[O:33])/[C:5](/[O:30][CH2:31][CH3:32])=[CH:6]/[C:7]1[C:12]([CH3:13])=[CH:11][C:10]([O:14][CH2:15][CH2:16][C:17]2[N:18]=[C:19]([C:23]3[CH:28]=[CH:27][CH:26]=[CH:25][CH:24]=3)[O:20][C:21]=2[CH3:22])=[CH:9][C:8]=1[CH3:29])C.II.[Mg]>CO>[CH3:1][O:3][C:4](=[O:33])[CH:5]([O:30][CH2:31][CH3:32])[CH2:6][C:7]1[C:12]([CH3:13])=[CH:11][C:10]([O:14][CH2:15][CH2:16][C:17]2[N:18]=[C:19]([C:23]3[CH:24]=[CH:25][CH:26]=[CH:27][CH:28]=3)[O:20][C:21]=2[CH3:22])=[CH:9][C:8]=1[CH3:29]. Procedure: To a solution of 30 mg of 3-{2,6-dimethyl-4-[2-(5-methyl-2-phenyl-oxazol-4-yl)-ethoxy]-phenyl}-2Z-ethoxy-acrylic acid ethyl ester in 1.5 ml of methanol was subsequently added 1 mg of iodine and 17 mg of magnesium and stirring was continued for 3 h. A further portion of 67 mg of magnesium was added and stirring was continued for 1.5 h. The suspension was filtered, the filtrate evaporated and the residue separated on prep. HPLC (RP-18, CH3CN/H2O, gradient) to give 2 mg (7%) of the title compound a... Reactants: C=1(O)C(O)=CC=CC1 (catechol), C12(CC3(CC(CC(C1)C3)C2)O)O (1,3-adamantane-diol), ( 14 ). The product is C12CC3CC(CC(C1)C3)C2 (Adamantane). RXN SMILES: C1(C(=CC=CC=1)O)O.[C:9]12(O)[CH2:18][CH:13]3[CH2:14][CH:15]([CH2:17][C:11](O)([CH2:12]3)[CH2:10]1)[CH2:16]2>>[CH:9]12[CH2:18][CH:13]3[CH2:14][CH:15]([CH2:17][CH:11]([CH2:12]3)[CH2:10]1)[CH2:16]2. Reported procedure: Reaction of catechol with 1,3-adamantane-diol according to the method described by Lu et al (Lu et al. J Med Chem 2005, 48 (14), 4576-4585) gave the adduct 10 in reasonable yield.